This data is from the Open Reaction Database (ORD), a public repository of structured organic reaction records. The task is: describe an organic reaction: reactants, conditions, products, and yield Reactants: OC1CCNCC1 (4-Hydroxypiperidine), IC(C)CCCC (2-iodohexane). Solvent: CC(=O)CC (methyl ethylketone). Product: OC1CCN(CC1)CCCCCC (4-Hydroxy-1-Hexylpiperidine). Isolated yield 63.9%. As a reaction SMILES: [OH:1][CH:2]1[CH2:7][CH2:6][NH:5][CH2:4][CH2:3]1.I[CH:9]([CH2:11][CH2:12][CH2:13][CH3:14])[CH3:10]>CC(CC)=O>[OH:1][CH:2]1[CH2:7][CH2:6][N:5]([CH2:10][CH2:9][CH2:11][CH2:12][CH2:13][CH3:14])[CH2:4][CH2:3]1. Procedure details: 4-Hydroxypiperidine (2.02 g, 20 mmol) was dissolved in 100 mL of methyl ethylketone. To this stirred mixture was added 2-iodohexane (1.5 mL, 10 mmol) and the resulting solution was heated at reflux for 1.5 hours. The mixture was allowed to cool and was then washed with saturated aqueous sodium bicarbonate (3×75 mL). The organic layer was dried over magnesium sulfate, filtered, and evaporated, and the residue was dried overnight under house vacuum to yield 1.184 g (64%) of the title compound whic...